From a dataset of the Open Reaction Database (ORD), a public repository of structured organic reaction records. describe an organic reaction: reactants, conditions, products, and yield Starting materials: C(C)OC(COC1=CC=C(C=C1)S(=O)(=O)C1=CC=C(C=C1)OC1=C(C=C(C=C1)S(=O)(=O)C(F)(F)F)[N+](=O)[O-])=O ({4-[4-(2-Nitro-4-trifluoromethanesulfonyl-phenoxy)-benzenesulfonyl]-phenoxy}-acetic acid ethyl ester), [OH-].[Na+] (NaOH). The solvent is C(C)(C)O (isopropanol), O1CCCC1 (tetrahydrofuran). Conditions: temperature 35 celsius, time 2 hour. The product is [N+](=O)([O-])C1=C(OC2=CC=C(C=C2)S(=O)(=O)C2=CC=C(OCC(=O)O)C=C2)C=CC(=C1)S(=O)(=O)C(F)(F)F ({4-[4-(2-Nitro-4-trifluoromethanesulfonyl-phenoxy)-benzenesulfonyl]-phenoxy}-acetic acid). As a reaction SMILES: C([O:3][C:4](=[O:39])[CH2:5][O:6][C:7]1[CH:12]=[CH:11][C:10]([S:13]([C:16]2[CH:21]=[CH:20][C:19]([O:22][C:23]3[CH:28]=[CH:27][C:26]([S:29]([C:32]([F:35])([F:34])[F:33])(=[O:31])=[O:30])=[CH:25][C:24]=3[N+:36]([O-:38])=[O:37])=[CH:18][CH:17]=2)(=[O:15])=[O:14])=[CH:9][CH:8]=1)C.[OH-].[Na+]>C(O)(C)C.O1CCCC1>[N+:36]([C:24]1[CH:25]=[C:26]([S:29]([C:32]([F:35])([F:34])[F:33])(=[O:30])=[O:31])[CH:27]=[CH:28][C:23]=1[O:22][C:19]1[CH:18]=[CH:17][C:16]([S:13]([C:10]2[CH:9]=[CH:8][C:7]([O:6][CH2:5][C:4]([OH:39])=[O:3])=[CH:12][CH:11]=2)(=[O:15])=[O:14])=[CH:21][CH:20]=1)([O-:38])=[O:37] |f:1.2|. Reported procedure: A mixture of {4-[4-(2-nitro-4-trifluoromethanesulfonyl-phenoxy)-benzenesulfonyl]-phenoxy}-acetic acid ethyl ester [Example 17, 61 mg, 0.1 mmol] in isopropanol (3.1 mL) and tetrahydrofuran (0.6 mL) was heated to reflux to dissolve all the solids. The mixture was cooled to 35° C. followed by addition of 1M NaOH solution (0.21 mL). It was then stirred at 35° C. for 2 hours. The reaction was concentrated, acidified with 1M HCl and extracted with ethyl acetate. The organic extracts were dried and con... Reaction SMILES: [C:21]([CH2:22][CH2:23][CH3:24])(=[O:25])[OH:26].[Cl-:20].[NH2:1][c:2]1[c:3]([CH2:4][N:5]([CH2:6][CH3:7])[CH2:8][CH3:9])[cH:10][c:11]([C:15](=[O:16])[O:17][CH2:18][CH3:19])[cH:12][c:13]1[Br:14].[cH:27]1[cH:28][cH:29][cH:30][cH:31][cH:32]1>>[NH:1]([c:2]1[c:3]([CH2:4][N:5]([CH2:6][CH3:7])[CH2:8][CH3:9])[cH:10][c:11]([C:15](=[O:16])[O:17][CH2:18][CH3:19])[cH:12][c:13]1[Br:14])[C:21]([CH2:22][CH2:23][CH3:24])=[O:25]. Product: CCCC(=O)Nc1c(Br)cc(C(=O)OCC)cc1CN(CC)CC. Starting materials: CCCC(=O)O, [Cl-], CCOC(=O)c1cc(Br)c(N)c(CN(CC)CC)c1, c1ccccc1. The reactants are ClN1C(CCC1=O)=O (N-chlorosuccinimide), BrC=1C=C2N(CC3C[C@H]4N(C[C@H](C[C@@H]4C(C1)=C32)NC(N(CC)CC)=O)C)[Si](C)(C)C(C)(C)C (3-(13-bromo-1-tert-butyldimethylsilyl-2,3-dihydro-6-methyl-8α-ergolinyl)-1,1-diethylurea). Yields the product ClC=1C=C2NC=C3C[C@H]4N(C[C@H](C[C@@H]4C(C1)=C32)NC(N(CC)CC)=O)C (3-(13-chloro-6-methyl-8α-ergolinyl)-1,1-diethylurea). As a reaction SMILES: [Cl:1]N1C(=O)CCC1=O.Br[C:10]1[CH:11]=[C:12]2[C:25]3[CH:15]([CH2:16][C@@H:17]4[C@@H:22]([C:23]=3[CH:24]=1)[CH2:21][C@H:20]([NH:26][C:27](=[O:33])[N:28]([CH2:31][CH3:32])[CH2:29][CH3:30])[CH2:19][N:18]4[CH3:34])[CH2:14][N:13]2[Si](C(C)(C)C)(C)C>>[Cl:1][C:10]1[CH:11]=[C:12]2[C:25]3[C:15]([CH2:16][C@@H:17]4[C@@H:22]([C:23]=3[CH:24]=1)[CH2:21][C@H:20]([NH:26][C:27](=[O:33])[N:28]([CH2:31][CH3:32])[CH2:29][CH3:30])[CH2:19][N:18]4[CH3:34])=[CH:14][NH:13]2. Reported procedure: With N-chlorosuccinimide and 3-(13-bromo-1-tert-butyldimethylsilyl-2,3-dihydro-6-methyl-8α-ergolinyl)-1,1-diethylurea: Reactants: BrC=1C=C2C(=C(C=NC2=CC1)C(=O)C1CC1)NC=1C=CC(=NC1)N1CC(CC1)NC(OC(C)(C)C)=O (tert-butyl 1-(5-(6-bromo-3-(cyclopropanecarbonyl)quinoline-4-ylamino)pyridin-2-yl)pyrrolidin-3-ylcarbamate), ClC1=C(C(=CC(=C1)B1OC(C(O1)(C)C)(C)C)F)O (2-chloro-6-fluoro-4-(4,4,5,5-tetramethyl-1,3,2-dioxaborolan-2-yl)phenol). The product is NC1CN(CC1)C1=CC=C(C=N1)NC1=C(C=NC2=CC=C(C=C12)C1=CC(=C(C(=C1)F)O)Cl)C(=O)C1CC1 ((4-(6-(3-aminopyrrolidin-1-yl)pyridin-3-ylamino)-6-(3-chloro-5-fluoro-4-hydroxyphenyl)quinolin-3-yl)(cyclopropyl)methanone). Isolated yield 22.5%. Reaction SMILES: Br[C:2]1[CH:3]=[C:4]2[C:9](=[CH:10][CH:11]=1)[N:8]=[CH:7][C:6]([C:12]([CH:14]1[CH2:16][CH2:15]1)=[O:13])=[C:5]2[NH:17][C:18]1[CH:19]=[CH:20][C:21]([N:24]2[CH2:28][CH2:27][CH:26]([NH:29]C(=O)OC(C)(C)C)[CH2:25]2)=[N:22][CH:23]=1.[Cl:37][C:38]1[CH:43]=[C:42](B2OC(C)(C)C(C)(C)O2)[CH:41]=[C:40]([F:53])[C:39]=1[OH:54]>>[NH2:29][CH:26]1[CH2:27][CH2:28][N:24]([C:21]2[N:22]=[CH:23][C:18]([NH:17][C:5]3[C:4]4[C:9](=[CH:10][CH:11]=[C:2]([C:42]5[CH:41]=[C:40]([F:53])[C:39]([OH:54])=[C:38]([Cl:37])[CH:43]=5)[CH:3]=4)[N:8]=[CH:7][C:6]=3[C:12]([CH:14]3[CH2:15][CH2:16]3)=[O:13])=[CH:19][CH:20]=2)[CH2:25]1. Reported procedure: Following general procedure D, tert-butyl 1-(5-(6-bromo-3-(cyclopropanecarbonyl)quinoline-4-ylamino)pyridin-2-yl)pyrrolidin-3-ylcarbamate (100 mg, 0.18 mmol) was reacted with 2-chloro-6-fluoro-4-(4,4,5,5-tetramethyl-1,3,2-dioxaborolan-2-yl)phenol (74 mg, 0.27 mmol) to obtain the protected intermediate which was subjected to general procedure A-2 to afford the desired product (21 mg, 23% over 2 steps) as a yellow-brown solid: 1H NMR (500 MHz, CD3OD+TFA-d) δ 9.36 (s, 1H), 8.27 (dd, J=8.8, 1.9 Hz, ...